Dataset: the Open Reaction Database (ORD), a public repository of structured organic reaction records. Task: describe an organic reaction: reactants, conditions, products, and yield The reactants are C1(=CC=CC=C1)C1=CC=C(C=C1)C1=CC=C(C=C1)C1=CC=CC=C1 (1,1′:4′,1″:4″,1′″-quaterphenyl), S(O)(O)(=O)=O (sulfuric acid), C1(=CC=CC=C1)C1=CC=C(C=C1)C1=CC=C(C=C1)C1=CC=CC=C1 (1,1′:4′,1″:4″,1′″-Quaterphenyl), OS(=O)(=O)O.O=S(=O)=O (oleum). Run in O (water). Run at time 5 hour. Product: O=S1(C2=C(C3=C1C=C(C=C3)C3=CC=C(C=C3)S(=O)(=O)O)C=CC(=C2)C2=CC=C(C=C2)S(=O)(=O)O)=O (4,4′-(5,5-Dioxidodibenzo[b,d]thiene-3,7-diyl)dibenzenesulfonic acid). As a reaction SMILES: [C:1]1([C:7]2[CH:12]=[CH:11][C:10]([C:13]3[CH:18]=[CH:17][C:16]([C:19]4[CH:24]=[CH:23][CH:22]=[CH:21][CH:20]=4)=[CH:15][CH:14]=3)=[CH:9][CH:8]=2)[CH:6]=[CH:5][CH:4]=[CH:3][CH:2]=1.O[S:26]([OH:29])(=[O:28])=[O:27].[O:30]=[S:31](=[O:33])=[O:32].[S:34](=O)(=O)([OH:36])[OH:35]>O>[O:35]=[S:34]1(=[O:36])[C:9]2[CH:8]=[C:7]([C:1]3[CH:2]=[CH:3][C:4]([S:26]([OH:29])(=[O:28])=[O:27])=[CH:5][CH:6]=3)[CH:12]=[CH:11][C:10]=2[C:13]2[CH:18]=[CH:17][C:16]([C:19]3[CH:20]=[CH:21][C:22]([S:31]([OH:33])(=[O:32])=[O:30])=[CH:23][CH:24]=3)=[CH:15][C:14]1=2 |f:1.2|. Procedure details: 4,4′-(5,5-Dioxidodibenzo[b,d]thiene-3,7-diyl)dibenzenesulfonic acid (II) was prepared by sulfonation of 1,1′:4′,1″:4″,1′″-quaterphenyl. 1,1′:4′,1″:4″,1′″-Quaterphenyl (10 g) was charged into 20% oleum (100 ml). Reaction mass was agitated for 5 hours at ambient conditions. After that the reaction mixture was diluted with water (170 ml). The final sulfuric acid concentration was around 55%. The precipitate was filtered and rinsed with glacial acetic acid (˜200 ml). Filter cake was dried in oven at... Starting materials: COC(=O)[C@@H]1OCO[C@H]1C(=O)OC (1,3-dioxolane-4(R),5(R)-dicarboxylic acid dimethyl ester), COC(=O)[C@@H]1OC(O[C@H]1C(=O)OC)(C1=CC2=CC=C(C=C2C=C1)OC)CC (2 -ethyl-2-(6-methoxy-2-naphthyl)-1,3-dioxolane-4(R),5(R)-dicarboxylic acid dimethyl ester), ICl (iodine monochloride), aqueous solution, C([O-])(O)=O.[Na+] (sodium bicarbonate). Solvent: ClCCl (dichloromethane). Product: COC(=O)[C@@H]1OC(O[C@H]1C(=O)OC)(C1=CC2=CC=C(C=C2C=C1)OC)C(C)I (2-(1-iodoethyl)-2-(6-methoxy-2-naphthyl)-1,3-dioxolane-4(R),5(R)-dicarboxylic acid dimethyl ester). Reaction SMILES: [CH3:1][O:2][C:3]([C@H:5]1[C@H:9]([C:10]([O:12][CH3:13])=[O:11])[O:8][C:7]([CH2:26][CH3:27])([C:14]2[CH:23]=[CH:22][C:21]3[C:16](=[CH:17][CH:18]=[C:19]([O:24][CH3:25])[CH:20]=3)[CH:15]=2)[O:6]1)=[O:4].[I:28]Cl.C(=O)(O)[O-].[Na+].COC([C@H]1[C@H](C(OC)=O)OCO1)=O>ClCCl>[CH3:13][O:12][C:10]([C@H:9]1[C@H:5]([C:3]([O:2][CH3:1])=[O:4])[O:6][C:7]([CH:26]([I:28])[CH3:27])([C:14]2[CH:23]=[CH:22][C:21]3[C:16](=[CH:17][CH:18]=[C:19]([O:24][CH3:25])[CH:20]=3)[CH:15]=2)[O:8]1)=[O:11] |f:2.3|. Procedure: A solution of 2 -ethyl-2-(6-methoxy-2-naphthyl)-1,3-dioxolane-4(R),5(R)-dicarboxylic acid dimethyl ester (0.935 g, 2.5 mmol) and of iodine monochloride (0.81 g, 5 mmol) in dichloromethane (5 ml) is kept under nitrogen and at 15° C. for 24 hours. The reaction mixture is poured into a 10% aqueous solution of sodium bicarbonate, and extracted with additional dichloromethane. The combined organic extracts are washed with a 5% aqueous solution of sodium thiosulphate, with water, dried (Na2SO4), filte...